From a dataset of the Open Reaction Database (ORD), a public repository of structured organic reaction records. describe an organic reaction: reactants, conditions, products, and yield The reactants are 1A, 1-A, 1-B, FC=1C=CC(=C(C1)C1=NC2=CC=CC=C2C(N1)N[C@H]1[C@@H](CN(C1)C(=O)OC(C)(C)C)C(=O)OCC)O (trans-1-tert-butyl 3-ethyl 4-(2-(5-fluoro-2-hydroxyphenyl)-3,4-dihydroquinazolin-4-ylamino)pyrrolidine-1,3-dicarboxylate), COC1=C(C(=O)Cl)C=CC(=C1)F (2-methoxy-4-fluorobenzoyl chloride), 2-A. The product is FC=1C=CC(=C(C1)C1=NC2=CC=CC=C2C(=N1)N[C@H]1[C@@H](CNC1)C(=O)OCC)O (trans-Ethyl 4-(2-(5-fluoro-2-hydroxyphenyl)quinazolin-4-ylamino)pyrrolidine-3-carboxylate). As a reaction SMILES: COC1C=C(F)C=CC=1C(Cl)=O.[F:13][C:14]1[CH:15]=[CH:16][C:17]([OH:48])=[C:18]([C:20]2[NH:29][CH:28]([NH:30][C@@H:31]3[CH2:35][N:34](C(OC(C)(C)C)=O)[CH2:33][C@H:32]3[C:43]([O:45][CH2:46][CH3:47])=[O:44])[C:27]3[C:22](=[CH:23][CH:24]=[CH:25][CH:26]=3)[N:21]=2)[CH:19]=1>>[F:13][C:14]1[CH:15]=[CH:16][C:17]([OH:48])=[C:18]([C:20]2[N:29]=[C:28]([NH:30][C@@H:31]3[CH2:35][NH:34][CH2:33][C@H:32]3[C:43]([O:45][CH2:46][CH3:47])=[O:44])[C:27]3[C:22](=[CH:23][CH:24]=[CH:25][CH:26]=3)[N:21]=2)[CH:19]=1. Procedure: The title compound was prepared using methods analogous to those described in Synthesis 1-A, 1-B, 1-D and 2, replacing 2-methoxybenzoyl chloride with 2-methoxy-4-fluorobenzoyl chloride in Synthesis 1A, and replacing (R)-3-aminopiperidine-1-carboxylic acid tert-butyl ester with trans-1-tert-butyl 3-ethyl 4-(2-(5-fluoro-2-hydroxyphenyl)-3,4-dihydroquinazolin-4-ylamino)pyrrolidine-1,3-dicarboxylate in Synthesis 2-A.